From a dataset of the Open Reaction Database (ORD), a public repository of structured organic reaction records. describe an organic reaction: reactants, conditions, products, and yield Starting materials: BrC=1C=C(C=2C=CNC2C1)N (6-Bromo-1H-indol-4-amine), CS(=O)(=O)Cl (methanesulfonyl chloride), 15b. Yields the product BrC1=CC(=C2C=CNC2=C1)NS(=O)(=O)C (N-(6-Bromo-1H-indol-4-yl)methanesulfonamide). Yield: 101.8%. Reaction SMILES: [Br:1][C:2]1[CH:3]=[C:4]([NH2:11])[C:5]2[CH:6]=[CH:7][NH:8][C:9]=2[CH:10]=1.[CH3:12][S:13](Cl)(=[O:15])=[O:14]>>[Br:1][C:2]1[CH:10]=[C:9]2[C:5]([CH:6]=[CH:7][NH:8]2)=[C:4]([NH:11][S:13]([CH3:12])(=[O:15])=[O:14])[CH:3]=1. Procedure: 6-Bromo-1H-indol-4-amine (500 mg, 1.97 mmol) was treated with methanesulfonyl chloride (167 μl, 2.16 mmol) according to the method described in Preparation 15b to give 580 mg (91% yield) of the title compound. Purity 89%.